From a dataset of the Open Reaction Database (ORD), a public repository of structured organic reaction records. describe an organic reaction: reactants, conditions, products, and yield Starting materials: OC=1C=C2C(=C(NC2=CC1)C(=O)N)S(=O)(=O)N1CCOCC1 (5-Hydroxy-3-(morpholin-4-ylsulfonyl)-1H-indole-2-carboxamide), C([O-])([O-])=O.[Cs+].[Cs+] (cesium carbonate), ICCC (1-iodopropane), ICCC (1-iodopropane), O (water). Solvent: CN(C=O)C (dimethylformamide). Reaction conditions: time 1 hour. The product is N1(CCOCC1)S(=O)(=O)C1=C(NC2=CC=C(C=C12)OCCC)C(=O)N (3-(Morpholin-4-ylsulfonyl)-5-propoxy-1H-indole-2-carboxamide). Reaction SMILES: [OH:1][C:2]1[CH:3]=[C:4]2[C:8](=[CH:9][CH:10]=1)[NH:7][C:6]([C:11]([NH2:13])=[O:12])=[C:5]2[S:14]([N:17]1[CH2:22][CH2:21][O:20][CH2:19][CH2:18]1)(=[O:16])=[O:15].C(=O)([O-])[O-].[Cs+].[Cs+].I[CH2:30][CH2:31][CH3:32].O>CN(C)C=O>[N:17]1([S:14]([C:5]2[C:4]3[C:8](=[CH:9][CH:10]=[C:2]([O:1][CH2:30][CH2:31][CH3:32])[CH:3]=3)[NH:7][C:6]=2[C:11]([NH2:13])=[O:12])(=[O:16])=[O:15])[CH2:22][CH2:21][O:20][CH2:19][CH2:18]1 |f:1.2.3|. Procedure details: To a solution of 5-hydroxy-3-(morpholin-4-ylsulfonyl)-1H-indole-2-carboxamide from Example 50 (29 mg, 0.089 mmol) in 1 mL of dimethylformamide was added cesium carbonate (86 mg, 0.27 mmol) and 1-iodopropane (0.0094 mL, 0.096 mmol). After one hour, another portion (0.005 mL) of 1-iodopropane was added. After an additional hour, 0.5 mL of water was added to solubilize the material, and the resulting mixture was purified by preparative reversed phase HPLC to provide the titled product as a white so... Reactants: BrC=1C(=NC(=NC1)C)OC[C@@H]1[C@H](C1)C1=NC=C(C=C1)OC (5-bromo-4-{[(1S,2S)-2-(5-methoxypyridin-2-yl)cyclopropyl]-methoxy}-2-methylpyrimidine), CC1(OB(OC1(C)C)C=1C=NN(C1)C(=O)OC(C)(C)C)C (tert-butyl 4-(4,4,5,5-tetramethyl-1,3,2-dioxaborolan-2-yl)-1H-pyrazole-1-carboxylate), P(=O)([O-])([O-])[O-].[K+].[K+].[K+] (tripotassium phosphate), COC=1C=CC=C(C1C=2C=CC=CC2P(C3CCCCC3)C4CCCCC4)OC (S-Phos). The reagents and catalysts are CC(=O)[O-].CC(=O)[O-].[Pd+2] (Pd(OAc)2). Solvent: C1CCOC1 (THF), O (water), CCOC(=O)C (EtOAc). Run at temperature 100 celsius. Yields the product COC=1C=CC(=NC1)[C@@H]1[C@H](C1)COC1=NC(=NC=C1C=1C=NNC1)C (4-{[(1S,2S)-2-(5-methoxypyridin-2-yl)cyclopropyl]methoxy}-2-methyl-5-(1H-pyrazol-4-yl)pyrimidine). Reaction SMILES: Br[C:2]1[C:3]([O:9][CH2:10][C@H:11]2[CH2:13][C@@H:12]2[C:14]2[CH:19]=[CH:18][C:17]([O:20][CH3:21])=[CH:16][N:15]=2)=[N:4][C:5]([CH3:8])=[N:6][CH:7]=1.CC1(C)C(C)(C)OB([C:30]2[CH:31]=[N:32][N:33](C(OC(C)(C)C)=O)[CH:34]=2)O1.P([O-])([O-])([O-])=O.[K+].[K+].[K+].COC1C=CC=C(OC)C=1C1C=CC=CC=1P(C1CCCCC1)C1CCCCC1>C1COCC1.O.CCOC(C)=O.CC([O-])=O.CC([O-])=O.[Pd+2]>[CH3:21][O:20][C:17]1[CH:18]=[CH:19][C:14]([C@H:12]2[CH2:13][C@@H:11]2[CH2:10][O:9][C:3]2[C:2]([C:30]3[CH:31]=[N:32][NH:33][CH:34]=3)=[CH:7][N:6]=[C:5]([CH3:8])[N:4]=2)=[N:15][CH:16]=1 |f:2.3.4.5,10.11.12|. Procedure details: A mixture of 5-bromo-4-{[(1S,2S)-2-(5-methoxypyridin-2-yl)cyclopropyl]-methoxy}-2-methylpyrimidine (MM3) (235 mg, 0.7 mmol), tert-butyl 4-(4,4,5,5-tetramethyl-1,3,2-dioxaborolan-2-yl)-1H-pyrazole-1-carboxylate (296 mg, 1.0 mmol), tripotassium phosphate (285 mg, 1.3 mmol), S-Phos (27.6 mg, 0.07 mmol), and Pd(OAc)2 (7.5 mg, 0.03 mmol) in THF (3.0 mL) and water (0.5 mL) was heated at 100° C. for 14 hours. The reaction mixture was allowed to cool to room temperature. The mixture was then diluted wit... The reactants are O=Cc1ccc(C#Cc2ccc(F)cc2)cc1, CN(C)C=O, O. The product is O=C(O)c1ccc(C#Cc2ccc(F)cc2)cc1. Reaction SMILES: [F:1][c:2]1[cH:3][cH:4][c:5]([C:8]#[C:9][c:10]2[cH:11][cH:12][c:13]([CH:14]=[O:15])[cH:16][cH:17]2)[cH:6][cH:7]1.[O:18]=[CH:19][N:20]([CH3:21])[CH3:22].[OH2:23]>>[F:1][c:2]1[cH:3][cH:4][c:5]([C:8]#[C:9][c:10]2[cH:11][cH:12][c:13]([C:14](=[O:15])[OH:18])[cH:16][cH:17]2)[cH:6][cH:7]1. The product is OB(CCCCN1C=2N=C(NC(C2N=C1)=O)N)O (9-(4-Dihydroxyborylbutyl)guanine). Run at time 8 hour. The reactants are NC1=NC(=C2N=CN(C2=N1)CCCCB(O)O)Cl (2-Amino-6-chloro-9-(4-dihydroxyborylbutyl)purine), NC1=NC(=C2N=CN(C2=N1)CCCCB(O)O)Cl (2-amino-6-chloro-9-(4-dihydroxyborylbutyl)purine), Cl (HCl), [OH-].[Na+] (NaOH). Procedure details: The compound prepared in Example 3, 2-amino-6-chloro-9-(4-dihydroxyborylbutyl)purine, (0.5 g, 1.85 mmol) was added to aqueous HCl (5 mL, 2N), and the reaction mixture was heated to reflux for 5 hours. After cooling to room temperature, aqueous NaOH (10%) was added to neutralize the reaction mixture to pH 7. Water was evaporated under high vacuum, and methanol was added to the residue to remove the unreacted starting material. The remaining solid was washed with water (3×20 mL), then stirred in w... The yield is 81.0%. As a reaction SMILES: [NH2:1][C:2]1[N:10]=[C:9]2[C:5]([N:6]=[CH:7][N:8]2[CH2:11][CH2:12][CH2:13][CH2:14][B:15]([OH:17])[OH:16])=[C:4](Cl)[N:3]=1.Cl.[OH-:20].[Na+]>>[OH:16][B:15]([OH:17])[CH2:14][CH2:13][CH2:12][CH2:11][N:8]1[CH:7]=[N:6][C:5]2[C:4](=[O:20])[NH:3][C:2]([NH2:1])=[N:10][C:9]1=2 |f:2.3|. Starting materials: C=CC(=O)Cl, CN(C)C=O, CCCCC(CO)(Cn1cncn1)c1ccc(Cl)cc1, C1CCOC1, c1ccncc1. The product is C=CC(=O)OCC(CCCC)(Cn1cncn1)c1ccc(Cl)cc1. Reaction SMILES: [C:27]([CH:28]=[CH2:29])(=[O:30])[Cl:31].[CH3:32][N:33]([CH3:34])[CH:35]=[O:36].[Cl:1][c:2]1[cH:3][cH:4][c:5]([C:8]([CH2:9][OH:10])([CH2:11][CH2:12][CH2:13][CH3:14])[CH2:15][n:16]2[n:17][cH:18][n:19][cH:20]2)[cH:6][cH:7]1.[O:37]1[CH2:38][CH2:39][CH2:40][CH2:41]1.[cH:21]1[cH:22][cH:23][n:24][cH:25][cH:26]1>>[Cl:1][c:2]1[cH:3][cH:4][c:5]([C:8]([CH2:9][O:10][C:27]([CH:28]=[CH2:29])=[O:30])([CH2:11][CH2:12][CH2:13][CH3:14])[CH2:15][n:16]2[n:17][cH:18][n:19][cH:20]2)[cH:6][cH:7]1. Reactants: [N+](=O)([O-])C=1C=C(C=CC1)NC1=C(C=O)C=CC=N1 (2-(3-nitrophenylamino)nicotinaldehyde), CC1=CC=C2C=C(C(N(C2=N1)C1=CC(=CC=C1)[N+](=O)[O-])=O)CCCC1=CC=NC=C1 (7-methyl-1-(3-nitrophenyl)-3-[3-(pyridin-4-yl)propyl]-1,8-naphthyridin-2(1H)-one), [Li+].CC(C)[N-]C(C)C (LDA). The solvent is CN(C)C=O (DMF). The product is [N+](=O)([O-])C=1C=C(C=CC1)N1C(C(=CC2=CC=CN=C12)CCCCC1=NC=CC=C1)=O (1-(3-nitrophenyl)-3-[4-(pyridin-2-yl)butyl]-1,8-naphthyridin-2(1H)-one). Reaction SMILES: [N+](C1C=C(N[C:11]2[N:18]=[CH:17][CH:16]=[CH:15][C:12]=2C=O)C=CC=1)([O-])=O.C[C:20]1[N:29]=[C:28]2[C:23]([CH:24]=[C:25]([CH2:40][CH2:41][CH2:42]C3C=CN=CC=3)[C:26](=[O:39])[N:27]2[C:30]2[CH:35]=[CH:34][CH:33]=[C:32]([N+:36]([O-:38])=[O:37])[CH:31]=2)=[CH:22][CH:21]=1.[Li+].[CH3:50]C([N-]C(C)C)C>CN(C=O)C>[N+:36]([C:32]1[CH:31]=[C:30]([N:27]2[C:28]3[C:23](=[CH:22][CH:21]=[CH:20][N:29]=3)[CH:24]=[C:25]([CH2:40][CH2:41][CH2:42][CH2:50][C:11]3[CH:12]=[CH:15][CH:16]=[CH:17][N:18]=3)[C:26]2=[O:39])[CH:35]=[CH:34][CH:33]=1)([O-:38])=[O:37] |f:2.3|. Procedure details: The procedure of Example 1 was repeated using 2-(3-nitrophenylamino)nicotinaldehyde (1.0 eq.), ethyl 6-(pyridin-2-yl)hexanoate (2.0 eq., prepared in Synthetic Example 11) and LDA (2.0 eq.) to obtain 1-(3-nitrophenyl)-3-[4-(pyridin-2-yl)butyl]-1,8-naphthyridin-2(1H)-one, mp 163 to 165° C./DMF, wherein the product was purified through silica gel column chromatography and recrystallization. Reactants: ClC1=C(C(=O)Cl)C=CC(=C1)Cl (2,4-Dichlorobenzoyl chloride), CCOCC (ether), [O-]CC.[Mg+2].[O-]CC (magnesium ethoxide), CCOCC (ether), S(O)(O)(=O)=O (sulfuric acid), resultant mixture. Yields the product ClC1=C(C(=O)C(C(C)=O)C(C)=O)C=CC(=C1)Cl (3-(2,4-Dichlorobenzoyl)-2,4-pentanedione). As a reaction SMILES: [O-:1][CH2:2][CH3:3].[Mg+2].[O-:5][CH2:6][CH3:7].[Cl:8][C:9]1[CH:17]=[C:16]([Cl:18])[CH:15]=[CH:14][C:10]=1[C:11](Cl)=[O:12].S(=O)(=O)(O)O.[CH3:24]COCC>>[Cl:8][C:9]1[CH:17]=[C:16]([Cl:18])[CH:15]=[CH:14][C:10]=1[C:11]([CH:3]([C:6](=[O:5])[CH3:7])[C:2](=[O:1])[CH3:24])=[O:12] |f:0.1.2|. Procedure: A mixture of magnesium ethoxide (22.9 g, 0.2 moles) 2,4-pentanedione (20.0 g, 0.2 moles), and ether (150 ml) was heated at reflux for 1 hour. 2,4-Dichlorobenzoyl chloride (41.9 g, 0.2 mole) in ether (50 ml) was added to the mixture over a period of 15 minutes, and the resultant mixture was heated at reflux for an additional 0.5 hour. After cooling, the reaction mixture was poured into 200 ml of 10% sulfuric acid. The ether layer was separated and stirred with 250 ml of 5% copper (II) acetate. Th... The product is CC=1N=C(SC1)NC(=O)C1=NC(=CC=C1NC=1C=NC=CC1C)C (6-Methyl-3-(4-methyl-pyridin-3-ylamino)-pyridine-2-carboxylic acid (4-methyl-thiazol-2-yl)-amide). Reaction SMILES: [CH3:1][C:2]1[N:3]=[C:4]([NH:7][C:8]([C:10]2[C:15]([NH:16][C:17]3[CH:18]=[N:19][CH:20]=[CH:21][CH:22]=3)=[CH:14][CH:13]=[C:12]([CH3:23])[N:11]=2)=[O:9])[S:5][CH:6]=1.Br[C:25]1C=NC=CC=1C>>[CH3:1][C:2]1[N:3]=[C:4]([NH:7][C:8]([C:10]2[C:15]([NH:16][C:17]3[CH:18]=[N:19][CH:20]=[CH:21][C:22]=3[CH3:25])=[CH:14][CH:13]=[C:12]([CH3:23])[N:11]=2)=[O:9])[S:5][CH:6]=1. Procedure: The title compound, was prepared from 3-Amino-6-methyl-pyridine-2-carboxylic acid (4-methyl-thiazol-2-yl)-amide (example 14) in accordance with the general method of example 20 using 3-Bromo-4-methylpyridine instead of 3-Bromo-4-methylpyridine to yield the final compound as an off-white solid, MS (ISP): m/e=340.3 (M+H+). The reactants are CC=1N=C(SC1)NC(=O)C1=NC(=CC=C1NC=1C=NC=CC1)C (6-Methyl-3-(pyridin-3-ylamino)-pyridine-2-carboxylic acid (4-methyl-thiazol-2-yl)-amide), BrC=1C=NC=CC1C (3-Bromo-4-methylpyridine).